From a dataset of the Open Reaction Database (ORD), a public repository of structured organic reaction records. describe an organic reaction: reactants, conditions, products, and yield The reactants are [I-].C[N+]1=C(N=C(C=C1C)NCCCCCCCCCCCC)NCCO (1,6-dimethyl-4-(n-dodecylamino)-2-(2-hydroxyethylamino)pyrimidinium iodide), O (water). Reagents/catalysts: C(C)(=O)[O-].[Ag+] (silver acetate). Solvent: CC(C)O (2-propanol). Conditions: time 8 hour. Yields the product C(C)(=O)[O-].C[N+]1=C(N=C(C=C1C)NCCCCCCCCCCCC)NCCO (1,6-dimethyl-4-(n-dodecylamino)-2-(2-hydroxyethylamino)pyrimidinium acetate). RXN SMILES: [I-].[CH3:2][N+:3]1[C:8]([CH3:9])=[CH:7][C:6]([NH:10][CH2:11][CH2:12][CH2:13][CH2:14][CH2:15][CH2:16][CH2:17][CH2:18][CH2:19][CH2:20][CH2:21][CH3:22])=[N:5][C:4]=1[NH:23][CH2:24][CH2:25][OH:26].[OH2:27]>C([O-])(=O)C.[Ag+].CC(O)C>[C:25]([O-:26])(=[O:27])[CH3:24].[CH3:2][N+:3]1[C:8]([CH3:9])=[CH:7][C:6]([NH:10][CH2:11][CH2:12][CH2:13][CH2:14][CH2:15][CH2:16][CH2:17][CH2:18][CH2:19][CH2:20][CH2:21][CH3:22])=[N:5][C:4]=1[NH:23][CH2:24][CH2:25][OH:26] |f:0.1,3.4,6.7|. Procedure details: To a solution of 1,6-dimethyl-4-(n-dodecylamino)-2-(2-hydroxyethylamino)pyrimidinium iodide (1.19 g, 0.0025 m) in a stirred mixture of water (10 ml) and 2-propanol (10 ml) at room temperature, is added silver acetate (0.44 g, 0.0026 m). An immediate yellow green precipitate forms. After allowing the stoppered mixture to stir overnight, the reaction mixture is filtered and the filtrate is concentrated under reduced pressure at room temperature to yield 1.0 g of 1,6-dimethyl-4-(n-dodecylamino)-2-(... Starting materials: BrCCCOC1=CC=C(CNC2=NC(=CC(=N2)NC2=CC=C(C(=O)OC(C)(C)C)C=C2)OCC(F)(F)F)C=C1 (Tert-butyl 4-((2-((4-(3-bromopropoxy)benzyl)amino)-6-(2,2,2-trifluoroethoxy)pyrimidin-4-yl)amino)benzoate), Cl (HCl). Solvent: O1CCOCC1 (dioxane). The product is BrCCCOC1=CC=C(CNC2=NC(=CC(=N2)NC2=CC=C(C(=O)O)C=C2)OCC(F)(F)F)C=C1 (4-((2-((4-(3-bromopropoxy)benzyl)amino)-6-(2,2,2-trifluoroethoxy)pyrimidin-4-yl)amino)benzoic acid). RXN SMILES: [Br:1][CH2:2][CH2:3][CH2:4][O:5][C:6]1[CH:39]=[CH:38][C:9]([CH2:10][NH:11][C:12]2[N:17]=[C:16]([NH:18][C:19]3[CH:31]=[CH:30][C:22]([C:23]([O:25]C(C)(C)C)=[O:24])=[CH:21][CH:20]=3)[CH:15]=[C:14]([O:32][CH2:33][C:34]([F:37])([F:36])[F:35])[N:13]=2)=[CH:8][CH:7]=1.Cl>O1CCOCC1>[Br:1][CH2:2][CH2:3][CH2:4][O:5][C:6]1[CH:7]=[CH:8][C:9]([CH2:10][NH:11][C:12]2[N:17]=[C:16]([NH:18][C:19]3[CH:31]=[CH:30][C:22]([C:23]([OH:25])=[O:24])=[CH:21][CH:20]=3)[CH:15]=[C:14]([O:32][CH2:33][C:34]([F:37])([F:36])[F:35])[N:13]=2)=[CH:38][CH:39]=1. Procedure details: Tert-butyl 4-((2-((4-(3-bromopropoxy)benzyl)amino)-6-(2,2,2-trifluoroethoxy)pyrimidin-4-yl)amino)benzoate (36 mg, 0.06 mmol) and 4 N HCl in dioxane (1 mL) were stirred for 8 hs then concentrated under vacuum to give 4-((2-((4-(3-bromopropoxy)benzyl)amino)-6-(2,2,2-trifluoroethoxy)pyrimidin-4-yl)amino)benzoic acid which was carried to the next step without purification. The reactants are CC1=CC=C(C=C1)C=1C(=CC=CC1)C(=O)NC1=CC=C(C(=O)N(C2=C(C=CC=C2)OCCCCCN)C)C=C1 (4-(4′-methylbiphenyl-2-carboxamido)-N-methyl-N-[2-(5-aminopentyloxy)phenyl]benzamide), N1=CC=CC=C1 (pyridine), ClC(=O)OC1=CC=CC=C1 (phenyl chloroformate). Run in ClCCl (dichloromethane). Run at time 18 hour. The product is CC1=CC=C(C=C1)C=1C(=CC=CC1)C(=O)NC1=CC=C(C(=O)N(C2=C(C=CC=C2)OCCCCCNC(=O)OC2=CC=CC=C2)C)C=C1 (4-(4′-methylbiphenyl-2-carboxamido)-N-methyl-N-[2-(5-phenoxycarbonylaminopentyloxy)phenyl]benzamide). Isolated yield 63.9%. As a reaction SMILES: [CH3:1][C:2]1[CH:7]=[CH:6][C:5]([C:8]2[C:9]([C:14]([NH:16][C:17]3[CH:39]=[CH:38][C:20]([C:21]([N:23]([CH3:37])[C:24]4[CH:29]=[CH:28][CH:27]=[CH:26][C:25]=4[O:30][CH2:31][CH2:32][CH2:33][CH2:34][CH2:35][NH2:36])=[O:22])=[CH:19][CH:18]=3)=[O:15])=[CH:10][CH:11]=[CH:12][CH:13]=2)=[CH:4][CH:3]=1.N1C=CC=CC=1.Cl[C:47]([O:49][C:50]1[CH:55]=[CH:54][CH:53]=[CH:52][CH:51]=1)=[O:48]>ClCCl>[CH3:1][C:2]1[CH:3]=[CH:4][C:5]([C:8]2[C:9]([C:14]([NH:16][C:17]3[CH:18]=[CH:19][C:20]([C:21]([N:23]([CH3:37])[C:24]4[CH:29]=[CH:28][CH:27]=[CH:26][C:25]=4[O:30][CH2:31][CH2:32][CH2:33][CH2:34][CH2:35][NH:36][C:47]([O:49][C:50]4[CH:55]=[CH:54][CH:53]=[CH:52][CH:51]=4)=[O:48])=[O:22])=[CH:38][CH:39]=3)=[O:15])=[CH:10][CH:11]=[CH:12][CH:13]=2)=[CH:6][CH:7]=1. Procedure details: A solution of 4-(4′-methylbiphenyl-2-carboxamido)-N-methyl-N-[2-(5-aminopentyloxy)phenyl]benzamide (750 mg) in dichloromethane (30 ml) was treated with pyridine (681 mg) and phenyl chloroformate (675 mg). After 18 hours, the solvent was removed and the residue was dissolved in ethyl acetate, washed with 1N hydrochloric acid, water, saturated sodium hydrogen carbonate solution and brine, dried over sodium sulfate, concentrated, and purified by silica gel column chromatography (SiO2; 50 g, 1% meth...